describe an organic reaction: reactants, conditions, products, and yield From a dataset of the Open Reaction Database (ORD), a public repository of structured organic reaction records. Starting materials: [BH3-]C#N, COC(=O)CCNC(=O)c1ccc(C=O)cc1, CO, Nc1ccc(C2CCCCC2)cc1, [Na+]. Yields the product COC(=O)CCNC(=O)c1ccc(CNc2ccc(C3CCCCC3)cc2)cc1. Reaction SMILES: [C:31]([BH3-:32])#[N:33].[CH3:1][O:2][C:3]([CH2:4][CH2:5][NH:6][C:7]([c:8]1[cH:9][cH:10][c:11]([CH:14]=[O:15])[cH:12][cH:13]1)=[O:16])=[O:17].[CH3:35][OH:36].[CH:18]1([c:24]2[cH:25][cH:26][c:27]([NH2:28])[cH:29][cH:30]2)[CH2:19][CH2:20][CH2:21][CH2:22][CH2:23]1.[Na+:34]>>[CH3:1][O:2][C:3]([CH2:4][CH2:5][NH:6][C:7]([c:8]1[cH:9][cH:10][c:11]([CH2:14][NH:28][c:27]2[cH:26][cH:25][c:24]([CH:18]3[CH2:19][CH2:20][CH2:21][CH2:22][CH2:23]3)[cH:30][cH:29]2)[cH:12][cH:13]1)=[O:16])=[O:17].